The task is: describe an organic reaction: reactants, conditions, products, and yield. This data is from the Open Reaction Database (ORD), a public repository of structured organic reaction records. Reactants: Nc1ncc(Br)cc1I, C=CC(=O)OC(C)(C)C, CCC#N, CC(=O)[O-], CC(=O)[O-], CN(C)C=O, [Pd+2]. Yields the product CC(C)(C)OC(=O)C=Cc1cc(Br)cnc1N. As a reaction SMILES: [Br:1][c:2]1[cH:3][c:4]([I:9])[c:5]([NH2:8])[n:6][cH:7]1.[C:10]([CH:11]=[CH2:12])(=[O:13])[O:14][C:15]([CH3:16])([CH3:17])[CH3:18].[C:19](#[N:20])[CH2:21][CH3:22].[O-:24][C:25]([CH3:26])=[O:27].[O-:28][C:29]([CH3:30])=[O:31].[O:32]=[CH:33][N:34]([CH3:35])[CH3:36].[Pd+2:23]>>[Br:1][c:2]1[cH:3][c:4]([CH:12]=[CH:11][C:10](=[O:13])[O:14][C:15]([CH3:16])([CH3:17])[CH3:18])[c:5]([NH2:8])[n:6][cH:7]1. Starting materials: C(CNC(=O)N)(=O)O (hydantoic acid), amino acid, [Na] (sodium), [O-]C#N.[K+] (potassium cyanate), C(CNC(=O)N)(=O)O (hydantoic acid), ( 7 ), FC=1C=C2C(CCOC2=CC1)(C(=O)O)NC(=O)N (6-fluoro-4-ureidochroman-4-carboxylic acid). Run in CO (methanol). Product: C[C@@H]([C@@H](C1=CC=CC=C1)O)N (l-(-)-ephedrine), FC=1C=C2[C@@](CCOC2=CC1)(C(=O)O)NC(=O)N ((4S)-6-fluoro-4-ureidochroman-4-carboxylic acid). As a reaction SMILES: [Na].[O-][C:3]#N.[K+].[C:6]([OH:13])(=O)[CH2:7][NH:8]C(N)=O.[F:14][C:15]1[CH:16]=[C:17]2[C:22](=[CH:23][CH:24]=1)[O:21][CH2:20][CH2:19][C:18]2([NH:28][C:29]([NH2:31])=[O:30])[C:25]([OH:27])=[O:26]>CO>[CH3:3][C@H:7]([NH2:8])[C@H:6]([OH:13])[C:15]1[CH:16]=[CH:17][CH:22]=[CH:23][CH:24]=1.[F:14][C:15]1[CH:16]=[C:17]2[C:22](=[CH:23][CH:24]=1)[O:21][CH2:20][CH2:19][C@@:18]2([NH:28][C:29]([NH2:31])=[O:30])[C:25]([OH:27])=[O:26] |f:1.2,^1:0|. Procedure details: Later developments in the overall method of production then finally gave a process for producing sorbinil which involved the following steps, viz., (1) p-fluorophenol was first converted to β-(p-fluorophenoxy)propionitrile by treatment with acrylonitrile in the presence of Triton B; (2) the nitrile intermediate was then converted to β-(p-fluorophenoxy)propionic acid by means of hydrochloric acid; (3) β-(p-fluorophenoxy)propionic acid was then condensed in the presence of concentrated sulfuric ac...